This data is from the Open Reaction Database (ORD), a public repository of structured organic reaction records. The task is: describe an organic reaction: reactants, conditions, products, and yield Starting materials: O=C(NC1=C(F)C(F)=C(C(F)=C1F)C(F)(F)F)C2(C)CCCC2. Reagents/catalysts: [K].O=C(O)O, N=1C(OC)=CC(OC)=C2C=CC=CC12, O1B(OC(C)(C)C1(C)C)B2OC(C)(C)C(O2)(C)C, [B-](F)(F)(F)F.CC[N+](CC)(CC)CC, O=C(O)C, [Pd].O=C(O)C. The solvent is N#CC. Conditions: temperature 80 celsius, time 15 hour. The product is O=C(NC1=C(F)C(F)=C(C(F)=C1F)C(F)(F)F)C2(CB3OC(C)(C)C(O3)(C)C)CCCC2. The yield is 70.0%. Starting materials: ClC1=NC=CC(=N1)Cl (2,4-dichloropyrimidine), CC[O-].[Na+] (NaOEt). Run in CCO (EtOH), CCO (EtOH). Conditions: time 1 hour. Product: ClC1=NC=CC(=N1)OCC (2-Chloro-4-ethoxypyrimidine). As a reaction SMILES: [Cl:1][C:2]1[N:7]=[C:6](Cl)[CH:5]=[CH:4][N:3]=1.[CH3:9][CH2:10][O-:11].[Na+]>CCO>[Cl:1][C:2]1[N:7]=[C:6]([O:11][CH2:10][CH3:9])[CH:5]=[CH:4][N:3]=1 |f:1.2|. Procedure: To a solution of 2,4-dichloropyrimidine (20 g, 0.13 mmol) in 240 mL of anhydrous EtOH was added slowly 1M NaOEt in EtOH over 2 hrs at −3° C. under nitrogen atmosphere. The resulting mixture was stirred at room temperature for 1 hour. The organic solvent was evaporated in vacuo and the residue was partioned between water and Et2O. The aqueous phase was extracted with Et2O and the combined organic phases were washed with brine, dried over Na2SO4, filtered, and concentrated to give the title compou... Reactants: COc1ccc(N=C=O)cc1, Cl, CN(C(=O)N(C)C1CNCC1c1ccc(F)cc1)c1cc(C(F)(F)F)cc(C(F)(F)F)c1. Product: COc1ccc(NC(=O)N2CC(c3ccc(F)cc3)C(N(C)C(=O)N(C)c3cc(C(F)(F)F)cc(C(F)(F)F)c3)C2)cc1. Reaction SMILES: [CH3:34][O:35][c:36]1[cH:37][cH:38][c:39]([N:42]=[C:43]=[O:44])[cH:40][cH:41]1.[ClH:1].[F:2][C:3]([c:4]1[cH:5][c:6]([N:14]([C:15](=[O:16])[N:17]([CH3:18])[CH:19]2[CH2:20][NH:21][CH2:22][CH:23]2[c:24]2[cH:25][cH:26][c:27]([F:30])[cH:28][cH:29]2)[CH3:31])[cH:7][c:8]([C:10]([F:11])([F:12])[F:13])[cH:9]1)([F:32])[F:33]>>[F:2][C:3]([c:4]1[cH:5][c:6]([N:14]([C:15](=[O:16])[N:17]([CH3:18])[CH:19]2[CH2:20][N:21]([C:43]([NH:42][c:39]3[cH:38][cH:37][c:36]([O:35][CH3:34])[cH:41][cH:40]3)=[O:44])[CH2:22][CH:23]2[c:24]2[cH:25][cH:26][c:27]([F:30])[cH:28][cH:29]2)[CH3:31])[cH:7][c:8]([C:10]([F:11])([F:12])[F:13])[cH:9]1)([F:32])[F:33]. Starting materials: OC(C)(C)C1=CC=C(CNC(C2=C(N=CC=C2)OC2=CC(=CC=C2)C(C(F)(F)F)O)=O)C=C1 (N-[4-(1-Hydroxy-1-methyl-ethyl)-benzyl]-2-[3-(2,2,2-trifluoro-1-hydroxy-ethyl)-phenoxy]-nicotinamide), C[N+]1(CCOCC1)[O-] (NMO). Reagents/catalysts: CCC[N+](CCC)(CCC)CCC.[O-][Ru](=O)(=O)=O (TPAP). Solvent: C(Cl)Cl (methylene chloride). Conditions: time 1 hour. Product: OC(C)(C)C1=CC=C(CNC(C2=C(N=CC=C2)OC2=CC(=CC=C2)C(C(F)(F)F)=O)=O)C=C1 (N-[4-(1-Hydroxy-1-methyl-ethyl)-benzyl]-2-(3-trifluoroacetyl-phenoxy)-nicotinamide). The yield is 97.7%. RXN SMILES: [OH:1][C:2]([C:5]1[CH:33]=[CH:32][C:8]([CH2:9][NH:10][C:11](=[O:31])[C:12]2[CH:17]=[CH:16][CH:15]=[N:14][C:13]=2[O:18][C:19]2[CH:24]=[CH:23][CH:22]=[C:21]([CH:25]([OH:30])[C:26]([F:29])([F:28])[F:27])[CH:20]=2)=[CH:7][CH:6]=1)([CH3:4])[CH3:3].C[N+]1([O-])CCOCC1>C(Cl)Cl.CCC[N+](CCC)(CCC)CCC.[O-][Ru](=O)(=O)=O>[OH:1][C:2]([C:5]1[CH:33]=[CH:32][C:8]([CH2:9][NH:10][C:11](=[O:31])[C:12]2[CH:17]=[CH:16][CH:15]=[N:14][C:13]=2[O:18][C:19]2[CH:24]=[CH:23][CH:22]=[C:21]([C:25](=[O:30])[C:26]([F:28])([F:29])[F:27])[CH:20]=2)=[CH:7][CH:6]=1)([CH3:3])[CH3:4] |f:3.4|. Reported procedure: To a stirred solution of N-[4-(1-Hydroxy-1-methyl-ethyl)-benzyl]-2-[3-(2,2,2-trifluoro-1-hydroxy-ethyl)-phenoxy]-nicotinamide (0.520 grams, 1.13 mmole), NMO (0.192 grams, 1.7 mmole) and 4 Å molecular sieves (0.5 g) in methylene chloride (15 ml) was added TPAP (0.020 grams, 0.06 mmole) and stirred at room temperature for 1 hour. The mixture was filtered through celite, washed with methylene chloride. The filtrate was diluted with 150 ml methylene chloride, washed with water, dried over MgSO4, fil... The reactants are P(=O)(Cl)(Cl)Cl (Phosphorous oxychloride), N1C=C(C=2C1=NC=CC2)C(C)=O (1-(1H-Pyrrolo[2,3-b]pyridin-3-yl)-ethanone), CC(=O)[O-].[Na+] (NaOAc). Solvent: CN(C)C=O (DMF), CN(C)C=O (DMF). Conditions: time 15 minute. The product is Cl/C(=C/C=O)/C1=CNC2=NC=CC=C21 ((E)-3-chloro-3-(1H-pyrrolo[2,3-b]pyridin-3-yl)acrylaldehyde). Yield: 22.0%. RXN SMILES: P(Cl)(Cl)([Cl:3])=O.[NH:6]1[C:10]2=[N:11][CH:12]=[CH:13][CH:14]=[C:9]2[C:8]([C:15](=O)[CH3:16])=[CH:7]1.C[C:19]([O-:21])=O.[Na+]>CN(C=O)C>[Cl:3]/[C:15](/[C:8]1[C:9]2[C:10](=[N:11][CH:12]=[CH:13][CH:14]=2)[NH:6][CH:7]=1)=[CH:16]/[CH:19]=[O:21] |f:2.3|. Reported procedure: Phosphorous oxychloride (3.7 mL, 40 mmol) was added dropwise to DMF (6.2 mL, 80 mmol) at 0° C. The reaction mixture was let warm to room temperature and stirred for 15 minutes. 1-(1H-Pyrrolo[2,3-b]pyridin-3-yl)-ethanone was added in DMF (20 mL) and the reaction heated to 60° C. for 4 hours, cooled to 0° C. and 150 mL of saturated NaOAc solution added. The reaction mixture was heated briefly to 50° C. and then extracted with EtOAc. The organic layer was washed with brine, dried over sodium sulfat...